From a dataset of the Open Reaction Database (ORD), a public repository of structured organic reaction records. describe an organic reaction: reactants, conditions, products, and yield The reactants are NCCCCO (4-aminobutanol), CC(=O)C (acetone), C(C)(=O)O (acetic acid), C(C)(=O)O[BH3-].[Na+] (sodium acetoxyborohydride). Solvent: ClC(C)Cl (dichloroethane). Conditions: time 18 hour. The product is OCCCCNC(C)C (4-hydroxy-N-isopropylbutylamine). As a reaction SMILES: [NH2:1][CH2:2][CH2:3][CH2:4][CH2:5][OH:6].[CH3:7][C:8]([CH3:10])=O.C(O)(=O)C.C(O[BH3-])(=O)C.[Na+]>ClC(Cl)C>[OH:6][CH2:5][CH2:4][CH2:3][CH2:2][NH:1][CH:8]([CH3:10])[CH3:7] |f:3.4|. Procedure: To a solution of 4-aminobutanol (2.0 mg, 22.4 mmol) in 110 ml of dichloroethane were added acetone (3.3 ml, 44.8 mmol), acetic acid (5 eq.), and sodium acetoxyborohydride (11.9 g, 56.09 mmol). The cloudy mixture was stirred at ambient temperature for about 18 hours. The reaction was quenched with saturated sodium bicarbonate. Sodium hydroxide (1 M) was added to adjust the pH to about 10. The aqueous layer was extracted with a mixture of isopropyl alcohol and methylene chloride (1:3). The organic... Yields the product COc1cc(Br)c2c(c1)CCNC2. As a reaction SMILES: [Br:1][c:2]1[cH:3][c:4]([CH2:10][CH2:11][NH2:12])[cH:5][c:6]([O:8][CH3:9])[cH:7]1.[CH:13]([OH:14])=[O:15]>>[Br:1][c:2]1[c:3]2[c:4]([cH:5][c:6]([O:8][CH3:9])[cH:7]1)[CH2:10][CH2:11][NH:12][CH2:13]2. Reactants: COc1cc(Br)cc(CCN)c1, O=CO. Reactants: C(=O)(O)C1=NC=C(N=C1Cl)Cl (2-carboxy-3,5-dichloropyrazine), ( 1 ), C(O)([O-])=O.[Na+] (sodium hydrogen carbonate), CI (methyl iodide), CN(C=O)C (dimethylformamide). Run in C(CC(O)(C(=O)O)CC(=O)O)(=O)O (citric acid). Run at time 14 hour. Product: COC(=O)C1=NC=C(N=C1Cl)Cl (2-methoxycarbonyl-3,5-dichloropyrazine). As a reaction SMILES: [C:1]([C:4]1[C:9]([Cl:10])=[N:8][C:7]([Cl:11])=[CH:6][N:5]=1)([OH:3])=[O:2].[C:12](=O)([O-])O.[Na+].CI.CN(C)C=O>C(O)(=O)CC(CC(O)=O)(C(O)=O)O>[CH3:12][O:2][C:1]([C:4]1[C:9]([Cl:10])=[N:8][C:7]([Cl:11])=[CH:6][N:5]=1)=[O:3] |f:1.2|. Procedure details: A mixture of 2-carboxy-3,5-dichloropyrazine (prepared in the above (1)) 226 g, sodium hydrogen carbonate 118 mg, methyl iodide 0.5 ml and dimethylformamide 1.8 ml is stirred at room temperature for 14 hours. The mixture is diluted with a 10% aqueous citric acid solution and extracted with ethyl acetate. The combined organic layer is washed with water and an aqueous saturated sodium chloride solution, dried over sodium sulfate and concentrated in vacuo to give 2-methoxycarbonyl-3,5-dichloropyrazi...